Dataset: the Open Reaction Database (ORD), a public repository of structured organic reaction records. Task: describe an organic reaction: reactants, conditions, products, and yield The reactants are O (water), [OH-].[Na+] (sodium hydroxide), C1(=CC=CC=C1)C1(CC=CC1)COCC1=CC(=CC(=C1)C(F)(F)F)C(F)(F)F (1-(((1-phenylcyclopent-3-enyl)methoxy)methyl)-3,5-bis(trifluoromethyl)benzene), OO (hydrogen peroxide). The solvent is C1CCOC1 (THF), C(C)(=O)OCC (ethyl acetate). Reaction conditions: time 12 hour. Yields the product FC(C=1C=C(COCC2(CC(CC2)O)C2=CC=CC=C2)C=C(C1)C(F)(F)F)(F)F (3-((3,5-bis(trifluoromethyl)benzyloxy)methyl)-3-phenylcyclopentanol). Reaction SMILES: [C:1]1([C:7]2([CH2:12][O:13][CH2:14][C:15]3[CH:20]=[C:19]([C:21]([F:24])([F:23])[F:22])[CH:18]=[C:17]([C:25]([F:28])([F:27])[F:26])[CH:16]=3)[CH2:11][CH:10]=[CH:9][CH2:8]2)[CH:6]=[CH:5][CH:4]=[CH:3][CH:2]=1.[OH2:29].OO.[OH-].[Na+]>C1COCC1.C(OCC)(=O)C>[F:28][C:25]([F:26])([F:27])[C:17]1[CH:16]=[C:15]([CH:20]=[C:19]([C:21]([F:22])([F:23])[F:24])[CH:18]=1)[CH2:14][O:13][CH2:12][C:7]1([C:1]2[CH:2]=[CH:3][CH:4]=[CH:5][CH:6]=2)[CH2:11][CH2:10][CH:9]([OH:29])[CH2:8]1 |f:3.4|. Procedure: To a solution of 1-(((1-phenylcyclopent-3-enyl)methoxy)methyl)-3,5-bis(trifluoromethyl)benzene (200 mg) in THF (0.55 mL) at 0° C. was added borane-tetrahydrofuran complex (1.0 M solution, 0.55 mL) dropwise, and the resulting solution was warmed to room temperature and stirred at room temperature for 12 h. The reaction mixture was cooled to 0° C., and water (1.0 mL) was added slowly followed by 30% hydrogen peroxide (0.19 mL) and 1 N sodium hydroxide (0.55 mL). The resulting solution was stirred ...